This data is from the Open Reaction Database (ORD), a public repository of structured organic reaction records. The task is: describe an organic reaction: reactants, conditions, products, and yield Reaction SMILES: [F:1][C:2]1[C:3]([C:8]2NC=CN=2)=[N:4][CH:5]=[CH:6][CH:7]=1.FC1N=C(C2NC=CN=2)C=CC=1.[Li]CCCC.FC1C=NC=CC=1.C([O:39]CC)C>O.CN(C=O)C>[F:1][C:2]1[C:3]([CH:8]=[O:39])=[N:4][CH:5]=[CH:6][CH:7]=1. Yields the product FC=1C(=NC=CC1)C=O (3-fluoro-pyridine-2-carbaldehyde). The reactants are FC=1C(=NC=CC1)C=1NC=CN1 (3-Fluoro-2-(1H-imidazol-2-yl)-pyridine), FC1=CC=CC(=N1)C=1NC=CN1 (6-fluoro-2-(1H-imidazol-2-yl)-pyridine), [Li]CCCC (n-BuLi), FC=1C=NC=CC1 (3-fluoropyridine), N,N,N′N′-tetramethylethylenediamine, C(C)OCC (ethyl ether). Procedure details: 3-Fluoro-2-(1H-imidazol-2-yl)-pyridine, which is used as a starting material (e.g., in place 6-fluoro-2-(1H-imidazol-2-yl)-pyridine in the procedure given above) in the synthesis of certain compounds is prepared as follows: n-BuLi (2.5 M in hexane, 86 mL, 1.05 eq.) is added dropwise over a 90 minute interval to a solution of 3-fluoropyridine (20 g,.0.206 mol) and N,N,N′N′-tetramethylethylenediamine (31.3 mL, 0.206 mol) in ethyl ether (350 mL) at −78° C. under nitrogen. The mixture is stirred at ... Run in CN(C)C=O (DMF), O (Water). Reaction conditions: time 3 hour. Starting materials: CCN(CC)S(F)(F)F, ClCCl, OCc1cc(I)ccc1F. The product is FCc1cc(I)ccc1F. RXN SMILES: [CH2:11]([N:12]([S:13]([F:14])([F:15])[F:17])[CH2:16][CH3:18])[CH3:19].[CH2:20]([Cl:21])[Cl:22].[F:1][c:2]1[c:3]([CH2:9][OH:10])[cH:4][c:5]([I:8])[cH:6][cH:7]1>>[F:1][c:2]1[c:3]([CH2:9][F:17])[cH:4][c:5]([I:8])[cH:6][cH:7]1. Reactants: BrC=1C(=NC=NC1N1CCC(CC1)C=1N(C=C(N1)C1=CC(=C(C=C1)F)C(F)(F)F)C)N (5-Bromo-6-{4-[4-(4-fluoro-3-trifluoromethyl-phenyl)-1-methyl-1H-imidazol-2-yl]-piperidin-1-yl}-pyrimidin-4-ylamine), FC1=C(C=C(C=C1)C1=CN=C(N1C)C1CCNCC1)C(F)(F)F (4-[5-(4-fluoro-3-trifluoromethyl-phenyl)-1-methyl-1h-imidazol-2-yl]-piperidine). Yields the product BrC=1C(=NC=NC1N1CCC(CC1)C=1N(C(=CN1)C1=CC(=C(C=C1)F)C(F)(F)F)C)N (5-Bromo-6-{4-[5-(4-fluoro-3-trifluoromethyl-phenyl)-1-methyl-1H-imidazol-2-yl]-piperidin-1-yl}-pyrimidin-4-ylamine). As a reaction SMILES: [Br:1][C:2]1[C:3]([NH2:31])=[N:4][CH:5]=[N:6][C:7]=1[N:8]1[CH2:13][CH2:12][CH:11]([C:14]2[N:15]([CH3:30])[CH:16]=[C:17](C3C=CC(F)=C(C(F)(F)F)C=3)[N:18]=2)[CH2:10][CH2:9]1.[F:32][C:33]1[CH:38]=[CH:37][C:36](C2N(C)C(C3CCNCC3)=NC=2)=[CH:35][C:34]=1[C:51]([F:54])([F:53])[F:52]>>[Br:1][C:2]1[C:3]([NH2:31])=[N:4][CH:5]=[N:6][C:7]=1[N:8]1[CH2:9][CH2:10][CH:11]([C:14]2[N:15]([CH3:30])[C:16]([C:36]3[CH:37]=[CH:38][C:33]([F:32])=[C:34]([C:51]([F:54])([F:53])[F:52])[CH:35]=3)=[CH:17][N:18]=2)[CH2:12][CH2:13]1. Procedure: The title compound was prepared in an analogous manner as 5-Bromo-6-{4-[4-(4-fluoro-3-trifluoromethyl-phenyl)-1-methyl-1H-imidazol-2-yl]-piperidin-1-yl}-pyrimidin-4-ylamine using 4-[5-(4-fluoro-3-trifluoromethyl-phenyl)-1-methyl-1h-imidazol-2-yl]-piperidine instead of 4-[4-(4-fluoro-3-trifluoromethyl-phenyl)-1-methyl-1h-imidazol-2-yl]-piperidine. LC-MS: (M+1=499, obsd.=499).